Dataset: the Open Reaction Database (ORD), a public repository of structured organic reaction records. Task: describe an organic reaction: reactants, conditions, products, and yield Starting materials: COC=1C=C(C=CC1OC)CCCS (3-(3,4-dimethoxyphenyl)-1-propanethiol), C(C)OC(CBr)OCC (bromoacetaldehyde diethylacetal), FC(C(=O)O)(F)F (trifluoroacetic acid), FC(C(=O)O)(F)F (trifluoroacetic acid). Solvent: [N+](=O)([O-])C (nitromethane). Run at time 8 hour. Product: COC=1C(=CC2=C(CCCSC2CBr)C1)OC (7,8-di-methoxy-1-bromomethyl-1,3,4,5-tetrahydro-2-benzothiepin). RXN SMILES: [CH3:1][O:2][C:3]1[CH:4]=[C:5]([CH2:11][CH2:12][CH2:13][SH:14])[CH:6]=[CH:7][C:8]=1[O:9][CH3:10].C(O[CH:18](OCC)[CH2:19][Br:20])C.FC(F)(F)C(O)=O>[N+](C)([O-])=O>[CH3:1][O:2][C:3]1[C:8]([O:9][CH3:10])=[CH:7][C:6]2[CH:18]([CH2:19][Br:20])[S:14][CH2:13][CH2:12][CH2:11][C:5]=2[CH:4]=1. Procedure details: A mixture of 0.67 g of 3-(3,4-dimethoxyphenyl)-1-propanethiol, 1.0 g of bromoacetaldehyde diethylacetal, 0.16 ml of trifluoroacetic acid, and 25 ml. of nitromethane as solvent is stirred at room temperature for 1 hour, stored overnight in the freezer, and then heated at 70° for 2 hours after an additional 0.05 ml trifluoroacetic acid is added. After cooling, the reaction mixture is extracted with methylene chloride and aqueous sodium bicarbonate. The organic layer is taken to dryness, and the re... Reaction SMILES: [CH2:1]([CH3:2])[O:3][C:4]([CH2:5][CH:6]([NH:7][C:8]([CH2:9][N:10]([CH:11]1[CH2:12][CH2:13]1)[C:14]([CH2:15][CH2:16][CH2:17][c:18]1[cH:19][c:20]([NH2:24])[n:21][cH:22][cH:23]1)=[O:25])=[O:26])[CH3:27])=[O:28].[CH2:31]1[O:32][CH2:33][CH2:34][CH2:35]1.[Li+:30].[OH-:29]>>[O:3]=[C:4]([CH2:5][CH:6]([NH:7][C:8]([CH2:9][N:10]([CH:11]1[CH2:12][CH2:13]1)[C:14]([CH2:15][CH2:16][CH2:17][c:18]1[cH:19][c:20]([NH2:24])[n:21][cH:22][cH:23]1)=[O:25])=[O:26])[CH3:27])[OH:28]. Yields the product CC(CC(=O)O)NC(=O)CN(C(=O)CCCc1ccnc(N)c1)C1CC1. Reactants: CCOC(=O)CC(C)NC(=O)CN(C(=O)CCCc1ccnc(N)c1)C1CC1, C1CCOC1, [Li+], [OH-]. Product: COCc1cc(Nc2cc(OC)ccc2OC)nc(-c2cccc(C)c2)n1. RXN SMILES: [CH3:18][O:19][c:20]1[c:21]([NH2:22])[cH:23][c:24]([O:27][CH3:28])[cH:25][cH:26]1.[Cl:1][c:2]1[n:3][c:4](-[c:11]2[cH:12][c:13]([CH3:17])[cH:14][cH:15][cH:16]2)[n:5][c:6]([CH2:8][O:9][CH3:10])[cH:7]1>>[c:2]1([NH:22][c:21]2[c:20]([O:19][CH3:18])[cH:26][cH:25][c:24]([O:27][CH3:28])[cH:23]2)[n:3][c:4](-[c:11]2[cH:12][c:13]([CH3:17])[cH:14][cH:15][cH:16]2)[n:5][c:6]([CH2:8][O:9][CH3:10])[cH:7]1. Reactants: COc1ccc(OC)c(N)c1, COCc1cc(Cl)nc(-c2cccc(C)c2)n1. Starting materials: C(O)CN (ethanolamine), Cl.CN(CCCN=C=NCC)C (N-(3-Dimethylaminopropyl)-N′-ethyl-carbodiimide hydrochloride), O.ON1N=NC2=C1C=CC=C2 (1-Hydroxybenzotriazole hydrate), C(C1=CC=CC=C1)OC(=O)N[C@H](C(=O)O)CC1CCCCC1 ((S)-2-Benzyloxycarbonylamino-3-cyclohexyl-propionic acid). The solvent is C(Cl)Cl (CH2Cl2). Conditions: time 20 minute. Product: C(C1=CC=CC=C1)OC(N[C@@H](CC1CCCCC1)C(NCCO)=O)=O ((S)-[2-Cyclohexyl-1-(2-hydroxy-ethylcarbamoyl)-ethyl]-carbamic acid benzyl ester). The yield is 33.1%. RXN SMILES: [CH2:1]([O:8][C:9]([NH:11][C@@H:12]([CH2:16][CH:17]1[CH2:22][CH2:21][CH2:20][CH2:19][CH2:18]1)[C:13]([OH:15])=O)=[O:10])[C:2]1[CH:7]=[CH:6][CH:5]=[CH:4][CH:3]=1.Cl.CN(C)CCCN=C=NCC.O.ON1C2C=CC=CC=2N=N1.[CH2:46]([CH2:48][NH2:49])[OH:47]>C(Cl)Cl>[CH2:1]([O:8][C:9](=[O:10])[NH:11][C@H:12]([C:13](=[O:15])[NH:49][CH2:48][CH2:46][OH:47])[CH2:16][CH:17]1[CH2:22][CH2:21][CH2:20][CH2:19][CH2:18]1)[C:2]1[CH:3]=[CH:4][CH:5]=[CH:6][CH:7]=1 |f:1.2,3.4|. Reported procedure: (S)-2-Benzyloxycarbonylamino-3-cyclohexyl-propionic acid 1 (2.065 g, 6.77 mmol, 1.0 eq.) was dissolved in CH2Cl2 (50 mL). N-(3-Dimethylaminopropyl)-N′-ethyl-carbodiimide hydrochloride (EDC, 1.56 g, 8.11 mmol, 1.2 eq.) and 1-Hydroxybenzotriazole hydrate (HOBT, 1.10 g, 8.16 mmol, 1.2 eq.) were added to the reaction slurry. After 20 minutes, ethanolamine (1.6 mL, 26.58 mmol, 3.9 eq.) was added via syringe and the reaction was allowed to stir at room temperature and monitored by LC/MS. After the rea... Reactants: C1OC(CC[C@@H]2[C@H](C(C=C2)=O)C\C=C/CCCC(=O)OC(C)C)(CCCCCCC)OC1 (Isopropyl (Z)-7-[(1R,2S)-2-(3,3-ethylenedioxydecyl)-5-oxocyclopent-3-enyl]hept-5-enoate), C(C1=CC=CC=C1)(=O)C1=CC=CC=C1 (benzophenone), 300-W. Reported procedure: Isopropyl (Z)-7-[(1R,2S)-2-(3,3-ethylenedioxydecyl)-5-oxo-cyclopent-3-enyl]hept-5-enoate (3) (0.81 g) and benzophenone were dissolved in methanol. Under argon atmosphere, the solution was irradiated with 300-W high-pressure mercury lamp for 4 hours and 40 minutes. After evaporation of the solvent, the crude product was chromatographed on silica gel (n-hexane/ethyl acetate=3/2) to give isopropyl-7-[(1R,2S,3R)-2-(3,3-ethylenedioxydecyl)-3-hydroxymethyl-5-oxocyclopentyl]hept-5-enoate (4). Yield 0.4... As a reaction SMILES: [CH2:1]1[CH2:32][O:31][C:3]([CH2:24][CH2:25][CH2:26][CH2:27][CH2:28][CH2:29][CH3:30])([CH2:4][CH2:5][C@H:6]2[CH:10]=[CH:9][C:8](=[O:11])[C@@H:7]2[CH2:12]/[CH:13]=[CH:14]\[CH2:15][CH2:16][CH2:17][C:18]([O:20][CH:21]([CH3:23])[CH3:22])=[O:19])[O:2]1.[C:33](C1C=CC=CC=1)(=[O:40])C1C=CC=CC=1>CO>[CH:21]([O:20][C:18](=[O:19])[CH2:17][CH2:16][CH2:15][CH:14]=[CH:13][CH2:12][C@H:7]1[C:8](=[O:11])[CH2:9][C@@H:10]([CH2:33][OH:40])[C@@H:6]1[CH2:5][CH2:4][C:3]1([O:2][CH2:1][CH2:32][O:31]1)[CH2:24][CH2:25][CH2:26][CH2:27][CH2:28][CH2:29][CH3:30])([CH3:22])[CH3:23]. Run in CO (methanol). Yields the product C(C)(C)OC(CCCC=CC[C@@H]1[C@H]([C@@H](CC1=O)CO)CCC1(CCCCCCC)OCCO1)=O (Isopropyl-7-[(1R,2S,3R)-2-(3,3-ethylenedioxydecyl)-3-hydroxymethyl-5-oxocyclopentyl]hept-5-enoate). Starting materials: CC(=O)c1ccc(Cl)cc1, O=C1CCC(=O)O1. Yields the product O=C(O)CCC(=O)CC(=O)c1ccc(Cl)cc1. As a reaction SMILES: [Cl:1][c:2]1[cH:3][cH:4][c:5]([C:8]([CH3:9])=[O:10])[cH:6][cH:7]1.[O:11]=[C:12]1[CH2:13][CH2:14][C:15](=[O:16])[O:17]1>>[Cl:1][c:2]1[cH:3][cH:4][c:5]([C:8]([CH2:9][C:15]([CH2:14][CH2:13][C:12](=[O:11])[OH:17])=[O:16])=[O:10])[cH:6][cH:7]1. RXN SMILES: [CH3:28][c:29]1[cH:30][cH:31][cH:32][cH:33][cH:34]1.[O:19]=[CH:20][N:21]([CH3:22])[CH3:23].[O:1]1[CH2:2][CH2:3][N:4]([c:7]2[c:8]([C:9](=[O:10])[OH:11])[cH:12][c:13]([N+:16](=[O:17])[O-:18])[cH:14][cH:15]2)[CH2:5][CH2:6]1.[S:24]([Cl:25])([Cl:26])=[O:27]>>[O:1]1[CH2:2][CH2:3][N:4]([c:7]2[c:8]([C:9](=[O:10])[Cl:26])[cH:12][c:13]([N+:16](=[O:17])[O-:18])[cH:14][cH:15]2)[CH2:5][CH2:6]1. Yields the product O=C(Cl)c1cc([N+](=O)[O-])ccc1N1CCOCC1. Starting materials: Cc1ccccc1, CN(C)C=O, O=C(O)c1cc([N+](=O)[O-])ccc1N1CCOCC1, O=S(Cl)Cl. The reactants are Cl.NCC(=O)NC(C1=CC=CC=C1)C1=CC=C(C=C1)Cl (rac-2-amino-N-[(4-chloro-phenyl)-phenyl-methyl]-acetamide hydrochloride), FC=1C=C(C(=O)O)C=CC1F (3,4-difluorobenzoic acid). The product is ClC1=CC=C(C=C1)C(C1=CC=CC=C1)NC(=O)CNC(C1=CC(=C(C=C1)F)F)=O (rac-N-({[(4-Chloro-phenyl)-phenyl-methyl]-carbamoyl}-methyl)-3,4-difluoro-benzamide). RXN SMILES: Cl.[NH2:2][CH2:3][C:4]([NH:6][CH:7]([C:14]1[CH:19]=[CH:18][C:17]([Cl:20])=[CH:16][CH:15]=1)[C:8]1[CH:13]=[CH:12][CH:11]=[CH:10][CH:9]=1)=[O:5].[F:21][C:22]1[CH:23]=[C:24]([CH:28]=[CH:29][C:30]=1[F:31])[C:25](O)=[O:26]>>[Cl:20][C:17]1[CH:18]=[CH:19][C:14]([CH:7]([NH:6][C:4]([CH2:3][NH:2][C:25](=[O:26])[C:24]2[CH:28]=[CH:29][C:30]([F:31])=[C:22]([F:21])[CH:23]=2)=[O:5])[C:8]2[CH:13]=[CH:12][CH:11]=[CH:10][CH:9]=2)=[CH:15][CH:16]=1 |f:0.1|. Reported procedure: Prepared in analogy to example 1.12 from rac-2-amino-N-[(4-chloro-phenyl)-phenyl-methyl]-acetamide hydrochloride (Example 3.1) and 3,4-difluorobenzoic acid. Starting materials: C(C)(C)C=1C=CC=2C(C3=C(NC2C1)C=NN3C)=O (6-isopropyl-1-methyl-1,4-dihydro-9H-pyrazolo[4,3-b]quinolin-9-one), ClC1=C2C(=NC=3C=CC=C(C13)C(C)C)C=NN2C (9-chloro-8-isopropyl-1-methyl-1H-pyrazolo[4,3-b]quinoline), C(C)(C)C=1C=2C(C3=C(NC2C=CC1)C=NN3C)=O (8-ISOPROPYL-1-METHYL-1,4-DIHYDRO-9H-PYRAZOLO[4,3-b]QUINOLIN-9-ONE), ClC1=C2C(=NC=3C=C(C=CC13)F)C=NN2C (9-chloro-6-fluoro-1-methyl-1H-pyrazolo[4,3-b]quinoline). The product is ClC1=C2C(=NC=3C=C(C=CC13)C(C)C)C=NN2C (9-chloro-6-isopropyl-1-methyl-1H-pyrazolo[4,3-b]quinoline). RXN SMILES: [Cl:1][C:2]1[C:11]2[C:10](C(C)C)=[CH:9][CH:8]=[CH:7][C:6]=2[N:5]=[C:4]2[CH:15]=[N:16][N:17]([CH3:18])[C:3]=12.[CH:19](C1C2C(=O)C3N(C)N=CC=3NC=2C=CC=1)([CH3:21])[CH3:20].ClC1C2C=CC(F)=CC=2N=C2C=NN(C)C=12.C(C1C=CC2C(=O)C3N(C)N=CC=3NC=2C=1)(C)C>>[Cl:1][C:2]1[C:11]2[CH:10]=[CH:9][C:8]([CH:19]([CH3:21])[CH3:20])=[CH:7][C:6]=2[N:5]=[C:4]2[CH:15]=[N:16][N:17]([CH3:18])[C:3]=12. Procedure details: A mixture of 9-chloro-8-isopropyl-1-methyl-1H-pyrazolo[4,3-b]quinoline and 9-chloro-6-isopropyl-1-methyl-1H-pyrazolo[4,3-b]quinoline (EXAMPLE 10, step 2) was treated according to the procedure of step 3 in EXAMPLE 3 instead of 9-chloro-6-fluoro-1-methyl-1H-pyrazolo[4,3-b]quinoline. The title compound and 6-isopropyl-1-methyl-1,4-dihydro-9H-pyrazolo[4,3-b]quinolin-9-one were separable by column chromatography on silica gel eluting with methanol/dichloromethane (1:30).